Dataset: the Open Reaction Database (ORD), a public repository of structured organic reaction records. Task: describe an organic reaction: reactants, conditions, products, and yield Starting materials: TEA, C(C(=O)Cl)(=O)Cl (Oxalyl chloride), BrC1=CC=CC(=N1)C(C)O (1-(6-bromo-pyridin-2-yl)-ethanol), CS(=O)C (DMSO). Run in C(Cl)Cl (CH2Cl2). Reaction conditions: temperature -60 celsius, time 5 minute. Product: BrC1=CC=CC(=N1)C(C)=O (1-(6-Bromo-pyridin-2-yl)-ethanone). Reaction SMILES: C(Cl)(=O)C(Cl)=O.CS(C)=O.[Br:11][C:12]1[N:17]=[C:16]([CH:18]([OH:20])[CH3:19])[CH:15]=[CH:14][CH:13]=1>C(Cl)Cl>[Br:11][C:12]1[N:17]=[C:16]([C:18](=[O:20])[CH3:19])[CH:15]=[CH:14][CH:13]=1. Procedure: Oxalyl chloride (2.1 mL, 3.81 mmol) in dry CH2Cl2 was cooled to −70° C. followed by adding DMSO (0.6 mL, 8.39 mmol) dropwise. After stirred for 5 min under −60° C., 1-(6-bromo-pyridin-2-yl)-ethanol (770 mg, 3.81 mmol) in dry CH2CL2 (10 mL) was added dropwise. After stirred for 30 min, TEA (2.7 mL, 19.83 mmol) was added and the resulting mixture was warmed to RT and stirred for 1 h. The reaction mixture was quenched with H2O. The organic layer was washed with H2O, brine, and dried over MgSO4. Sol... Starting materials: C(C1=CC=CC=C1)N1C2=C(CC(C3=C1C=CC=C3)=O)C=CC=C2 (5-benzyl-5,11-dihydro-10H-dibenz[b,f]azepin-10-one), F (hydrogen fluoride), S(F)(F)(F)F (sulphur tetrafluoride), steel. Run in C(Cl)Cl (methylene chloride). Conditions: time 30 minute. Product: C(C1=CC=CC=C1)N1C2=C(C=C(C3=C1C=CC=C3)F)C=CC=C2 (5-benzyl-10-fluoro-5H-dibenz[b,f]azepine). RXN SMILES: [CH2:1]([N:8]1[C:14]2[CH:15]=[CH:16][CH:17]=[CH:18][C:13]=2[C:12](=O)[CH2:11][C:10]2[CH:20]=[CH:21][CH:22]=[CH:23][C:9]1=2)[C:2]1[CH:7]=[CH:6][CH:5]=[CH:4][CH:3]=1.F.S(F)(F)(F)[F:26]>C(Cl)Cl>[CH2:1]([N:8]1[C:14]2[CH:15]=[CH:16][CH:17]=[CH:18][C:13]=2[C:12]([F:26])=[CH:11][C:10]2[CH:20]=[CH:21][CH:22]=[CH:23][C:9]1=2)[C:2]1[CH:7]=[CH:6][CH:5]=[CH:4][CH:3]=1. Procedure details: A mixture of 149.7 g (0.5 mole) of 5-benzyl-5,11-dihydro-10H-dibenz[b,f]azepin-10-one (vide British Pat. No. 961 444),27 ml of hydrogen fluoride, 125 g of sulphur tetrafluoride and 400 ml of methylene chloride is heated in a steel autocalve for 16 hours to 70° C. After the mixture has cooled, the bulk of the liquid constituents are filtered off with suction. Then water and aqueous ammonia solution are added until the pH of the aqueous phase is 9-10. The organic phase is separated, washed three t... Starting materials: [Cl-].[NH4+] (ammonium chloride), [C-]#N.[K+] (potassium cyanide), BrC=1C=C(C=O)C=CC1 (3-bromobenzaldehyde). The solvent is O (water), O (water), CO (methanol). Reaction conditions: time 8 hour. The product is Cl.NC(C#N)C1=CC(=CC=C1)Br (α-Amino-3-Bromobenzeneacetonitrile, Monohydrochloride). RXN SMILES: [Br:1][C:2]1[CH:3]=[C:4]([CH:7]=[CH:8][CH:9]=1)[CH:5]=O.[Cl-:10].[NH4+:11].[C-:12]#[N:13].[K+]>CO.O>[ClH:10].[NH2:11][CH:5]([C:4]1[CH:7]=[CH:8][CH:9]=[C:2]([Br:1])[CH:3]=1)[C:12]#[N:13] |f:1.2,3.4,7.8|. Procedure: A solution of 3-bromobenzaldehyde (18.5 g, 0.1 mol) is dissolved in methanol (15 ml) and stirred at room temperature as a solution of ammonium chloride (5.35 g, 0.1 mol) in water (12.5 ml) is added in one portion. After thirty minutes a solution of potassium cyanide (6.5 g, 0.1 mol) in water (12.5 ml) is added in one portion and the reaction stirred overnight. The mixture is then refluxed one hour, allowed to cool, and the separated oil extracted into diethyl ether and treated with an ethereal s... Starting materials: CC(C)(C)OC(=O)N1CCC(COc2ccc(Br)nc2)CC1, O=C([O-])[O-], CS(=O)(=O)c1ccc(B(O)O)cc1, COCCOC, [Na+], [Na+], O, Cl[Pd]Cl, c1ccc(P(c2ccccc2)c2ccccc2)cc1, c1ccc(P(c2ccccc2)c2ccccc2)cc1. The product is CC(C)(C)OC(=O)N1CCC(COc2ccc(-c3ccc(S(C)(=O)=O)cc3)nc2)CC1. Reaction SMILES: [Br:14][c:15]1[cH:16][cH:17][c:18]([O:21][CH2:22][CH:23]2[CH2:24][CH2:25][N:26]([C:29](=[O:30])[O:31][C:32]([CH3:33])([CH3:34])[CH3:35])[CH2:27][CH2:28]2)[cH:19][n:20]1.[C:42](=[O:43])([O-:44])[O-:45].[CH3:1][S:2](=[O:3])(=[O:4])[c:5]1[cH:6][cH:7][c:8]([B:11]([OH:12])[OH:13])[cH:9][cH:10]1.[CH3:36][O:37][CH2:38][CH2:39][O:40][CH3:41].[Na+:46].[Na+:47].[OH2:89].[Pd:48]([Cl:49])[Cl:50].[c:51]1([P:52]([c:53]2[cH:54][cH:55][cH:56][cH:57][cH:58]2)[c:59]2[cH:60][cH:61][cH:62][cH:63][cH:64]2)[cH:65][cH:66][cH:67][cH:68][cH:69]1.[c:70]1([P:71]([c:72]2[cH:73][cH:74][cH:75][cH:76][cH:77]2)[c:78]2[cH:79][cH:80][cH:81][cH:82][cH:83]2)[cH:84][cH:85][cH:86][cH:87][cH:88]1>>[CH3:1][S:2](=[O:3])(=[O:4])[c:5]1[cH:6][cH:7][c:8](-[c:15]2[cH:16][cH:17][c:18]([O:21][CH2:22][CH:23]3[CH2:24][CH2:25][N:26]([C:29](=[O:30])[O:31][C:32]([CH3:33])([CH3:34])[CH3:35])[CH2:27][CH2:28]3)[cH:19][n:20]2)[cH:9][cH:10]1. Starting materials: [H][H] (hydrogen), COC(C(CC1=CC=C(C=C1)[N+](=O)[O-])C(=O)OC)=O (2-carbomethoxy-3-(4-nitrophenyl)propanoic acid methyl ester), [H][H] (Hydrogen). Run in C(C)(=O)OCC (ethyl acetate). Yields the product COC(C(CC1=CC=C(C=C1)N)C(=O)OC)=O (3-(4-aminophenyl)-2-carbomethoxypropanoic acid methyl ester). The yield is 98.1%. Reaction SMILES: [CH3:1][O:2][C:3](=[O:19])[CH:4]([C:15]([O:17][CH3:18])=[O:16])[CH2:5][C:6]1[CH:11]=[CH:10][C:9]([N+:12]([O-])=O)=[CH:8][CH:7]=1.[H][H]>C(OCC)(=O)C>[CH3:1][O:2][C:3](=[O:19])[CH:4]([C:15]([O:17][CH3:18])=[O:16])[CH2:5][C:6]1[CH:11]=[CH:10][C:9]([NH2:12])=[CH:8][CH:7]=1. Procedure details: The compound 2-carbomethoxy-3-(4-nitrophenyl)propanoic acid methyl ester (p-nitrobenzylmalonate dimethyl ester) (2.00 g, 7.55 mmole) was dissolved in 70 mL of ethyl acetate containing 5 percent palladium on carbon (1.0 g; Aldrich Chemical Company) catalyst and was hydrogenated in a Parr shaker employing 50 psig of hydrogen at 22° C. Hydrogen uptake was rapid (15 minutes) and the mixture was maintained under hydrogen pressure for another 3 hrs. The pressure vessel was vented and flushed with nitr... The reactants are C1CCOC1, COC(=O)C(CC=Cc1ccc(N(C)c2ncccn2)cc1)NC(=O)c1c(Cl)cccc1Cl, [Li+], [OH-], O. Yields the product CN(c1ccc(C=CCC(NC(=O)c2c(Cl)cccc2Cl)C(=O)O)cc1)c1ncccn1. As a reaction SMILES: [CH2:37]1[O:38][CH2:39][CH2:40][CH2:41]1.[CH3:1][O:2][C:3]([CH:4]([CH2:5][CH:6]=[CH:7][c:8]1[cH:9][cH:10][c:11]([N:14]([c:15]2[n:16][cH:17][cH:18][cH:19][n:20]2)[CH3:21])[cH:12][cH:13]1)[NH:22][C:23]([c:24]1[c:25]([Cl:31])[cH:26][cH:27][cH:28][c:29]1[Cl:30])=[O:32])=[O:33].[Li+:34].[OH-:35].[OH2:36]>>[O:2]=[C:3]([CH:4]([CH2:5][CH:6]=[CH:7][c:8]1[cH:9][cH:10][c:11]([N:14]([c:15]2[n:16][cH:17][cH:18][cH:19][n:20]2)[CH3:21])[cH:12][cH:13]1)[NH:22][C:23]([c:24]1[c:25]([Cl:31])[cH:26][cH:27][cH:28][c:29]1[Cl:30])=[O:32])[OH:33]. As a reaction SMILES: [C:11]([CH3:12])([CH3:13])([CH3:14])[O:15][C:16]([CH2:17][n:18]1[c:19]([CH2:35][CH2:36][CH3:37])[n:20][c:21]2[c:22]1[cH:23][cH:24][c:25]([NH:27][CH2:28][c:29]1[cH:30][cH:31][cH:32][cH:33][cH:34]1)[cH:26]2)=[O:38].[CH3:48][N:49]([c:50]1[cH:51][cH:52][n:53][cH:54][cH:55]1)[CH3:56].[CH:39]([N:40]([CH2:41][CH3:42])[CH:43]([CH3:44])[CH3:45])([CH3:46])[CH3:47].[Cl:57][CH2:58][Cl:59].[ClH:60].[F:1][c:2]1[cH:3][cH:4][c:5]([C:6](=[O:7])[Cl:8])[cH:9][cH:10]1>>[F:1][c:2]1[cH:3][cH:4][c:5]([C:6](=[O:7])[N:27]([c:25]2[cH:24][cH:23][c:22]3[n:18]([CH2:17][C:16]([O:15][C:11]([CH3:12])([CH3:13])[CH3:14])=[O:38])[c:19]([CH2:35][CH2:36][CH3:37])[n:20][c:21]3[cH:26]2)[CH2:28][c:29]2[cH:30][cH:31][cH:32][cH:33][cH:34]2)[cH:9][cH:10]1. Yields the product CCCc1nc2cc(N(Cc3ccccc3)C(=O)c3ccc(F)cc3)ccc2n1CC(=O)OC(C)(C)C. Starting materials: CCCc1nc2cc(NCc3ccccc3)ccc2n1CC(=O)OC(C)(C)C, CN(C)c1ccncc1, CCN(C(C)C)C(C)C, ClCCl, Cl, O=C(Cl)c1ccc(F)cc1. Starting materials: CO (MeOH), O (H2O), O.[OH-].[Li+] (lithium hydroxide monohydrate), C(C)OC(CC1(CC1)C1=CC=C(C=C1)C1=CC=C(C=C1)C1=C(C=NC=C1)C(CCCC1=CC=CC=C1)O)=O ((1-{4′-[3-(1-Hydroxy-4-phenyl-butyl)-pyridin-4-yl]-biphenyl-4-yl}-cyclopropyl)-acetic acid ethyl ester). The solvent is C1CCOC1 (THF). Conditions: time 8 hour. The product is OC(CCCC1=CC=CC=C1)C=1C=NC=CC1C1=CC=C(C=C1)C1=CC=C(C=C1)C1(CC1)CC(=O)O ((1-{4′-[3-(1-Hydroxy-4-phenyl-butyl)-pyridin-4-yl]-biphenyl-4-yl}-cyclopropyl)-acetic acid). RXN SMILES: C([O:3][C:4](=[O:38])[CH2:5][C:6]1([C:9]2[CH:14]=[CH:13][C:12]([C:15]3[CH:20]=[CH:19][C:18]([C:21]4[CH:26]=[CH:25][N:24]=[CH:23][C:22]=4[CH:27]([OH:37])[CH2:28][CH2:29][CH2:30][C:31]4[CH:36]=[CH:35][CH:34]=[CH:33][CH:32]=4)=[CH:17][CH:16]=3)=[CH:11][CH:10]=2)[CH2:8][CH2:7]1)C.CO.O.O.[OH-].[Li+]>C1COCC1>[OH:37][CH:27]([C:22]1[CH:23]=[N:24][CH:25]=[CH:26][C:21]=1[C:18]1[CH:19]=[CH:20][C:15]([C:12]2[CH:11]=[CH:10][C:9]([C:6]3([CH2:5][C:4]([OH:38])=[O:3])[CH2:8][CH2:7]3)=[CH:14][CH:13]=2)=[CH:16][CH:17]=1)[CH2:28][CH2:29][CH2:30][C:31]1[CH:32]=[CH:33][CH:34]=[CH:35][CH:36]=1 |f:3.4.5|. Reported procedure: (1-{4′-[3-(1-Hydroxy-4-phenyl-butyl)-pyridin-4-yl]-biphenyl-4-yl}-cyclopropyl)-acetic acid ethyl ester (0.240 g, 0.475 mmol) was dissolved in THF (5 mL), MeOH (2 mL) and H2O (2 mL) then lithium hydroxide monohydrate (0.100 g, 2.38 mmol) was added. The reaction was stirred overnight at room temperature. The reaction was submitted to standard aqueous workup then triturated with CH2Cl2:hexanes to afford the product as a solid that was recovered by filtration. Reactants: ClCC1=CC=C(C=C1)NC(=O)C=1CCOC2=C(C1)C=C(C=C2)C2=CC=C(C=C2)C (N-(4-chloromethylphenyl)-7-(4-methyl-phenyl)-2,3-dihydro-1-benzoxepine-4-carboxamide), C1(CCCCC1)SC1CCCCC1.[Na] (sodium cyclohexylsulfide). The solvent is CN(C=O)C (dimethylformamide). Yields the product C1(CCCCC1)SCC1=CC=C(C=C1)NC(=O)C=1CCOC2=C(C1)C=C(C=C2)C2=CC=C(C=C2)C (N-(4-(cyclohexylthiomethyl)-phenyl)-7-(4-methylphenyl)-2,3-dihydro-1-benzoxepine-4-carboxamide). The yield is 108.7%. Reaction SMILES: Cl[CH2:2][C:3]1[CH:8]=[CH:7][C:6]([NH:9][C:10]([C:12]2[CH2:13][CH2:14][O:15][C:16]3[CH:22]=[CH:21][C:20]([C:23]4[CH:28]=[CH:27][C:26]([CH3:29])=[CH:25][CH:24]=4)=[CH:19][C:17]=3[CH:18]=2)=[O:11])=[CH:5][CH:4]=1.[CH:30]1([S:36]C2CCCCC2)[CH2:35][CH2:34][CH2:33][CH2:32][CH2:31]1.[Na]>CN(C)C=O>[CH:30]1([S:36][CH2:2][C:3]2[CH:8]=[CH:7][C:6]([NH:9][C:10]([C:12]3[CH2:13][CH2:14][O:15][C:16]4[CH:22]=[CH:21][C:20]([C:23]5[CH:28]=[CH:27][C:26]([CH3:29])=[CH:25][CH:24]=5)=[CH:19][C:17]=4[CH:18]=3)=[O:11])=[CH:5][CH:4]=2)[CH2:35][CH2:34][CH2:33][CH2:32][CH2:31]1 |f:1.2,^1:42|. Procedure details: A solution of N-(4-chloromethylphenyl)-7-(4-methyl-phenyl)-2,3-dihydro-1-benzoxepine-4-carboxamide (0.2g) and sodium cyclohexylsulfide (0.08g) in dimethylformamide (10ml) was stirred at room temperature for 2.5 hours. The solvent was evaporated, and to the residue was added water. The mixture was extracted with ethyl acetate. The organic layer was washed with water and saturated sodium chloride solution, and dried with anhydrous magnesium sulfate. Under reduced pressure, the solvent was evaporat... Reactants: O (water), BrC=1C=CC(=C(C1)CC(C)=O)OC ((5-Bromo-2-methoxyphenyl)acetone), solution, B(Br)(Br)Br (boron tribromide). Solvent: C(Cl)Cl (methylene chloride), C(Cl)Cl (methylene chloride). Run at temperature -70 celsius, time 1.5 hour. Yields the product BrC1=CC2=C(OC(=C2)C)C=C1 (5-Bromo-2-methylbenzo[b]furan). The yield is 57.2%. Reaction SMILES: [Br:1][C:2]1[CH:3]=[CH:4][C:5]([O:12]C)=[C:6]([CH2:8][C:9](=O)[CH3:10])[CH:7]=1.B(Br)(Br)Br.O>C(Cl)Cl>[Br:1][C:2]1[CH:3]=[CH:4][C:5]2[O:12][C:9]([CH3:10])=[CH:8][C:6]=2[CH:7]=1. Procedure details: (5-Bromo-2-methoxyphenyl)acetone (6.6 g, 28.6 mmol) was dissolved in methylene chloride (50 ml) and cooled to −70° C. Thereto was dropwise added a 1 M solution (28.6 ml, 28.6 mmol) of boron tribromide in methylene chloride over 15 min. After the dropwise addition, the mixture was heated to room temperature and stirred for 1.5 hr. Then, the reaction mixture was ice-cooled and water (50 ml) was added. The insoluble matter was filtered off and the filtrate was partitioned. The aqueous layer was ext...